Dataset: the Open Reaction Database (ORD), a public repository of structured organic reaction records. Task: describe an organic reaction: reactants, conditions, products, and yield The reactants are CCOC(=O)c1cn(-c2ccc3c(c2)CCC3)c2nc(Nc3ccc(CCN4CCOCC4)cc3)ncc2c1=O, C1CCOC1, CN, CO. Product: CNC(=O)c1cn(-c2ccc3c(c2)CCC3)c2nc(Nc3ccc(CCN4CCOCC4)cc3)ncc2c1=O. As a reaction SMILES: [CH2:1]([O:3][C:4](=[O:2])[c:6]1[c:7](=[O:40])[c:8]2[c:9]([n:10][c:11]([NH:14][c:15]3[cH:16][cH:17][c:18]([CH2:21][CH2:22][N:23]4[CH2:24][CH2:25][O:26][CH2:27][CH2:28]4)[cH:19][cH:20]3)[n:12][cH:13]2)[n:29](-[c:31]2[cH:32][c:33]3[c:37]([cH:38][cH:39]2)[CH2:36][CH2:35][CH2:34]3)[cH:30]1)[CH3:5].[CH2:45]1[O:46][CH2:47][CH2:48][CH2:49]1.[CH3:41][NH2:42].[CH3:43][OH:44]>>[O:3]=[C:4]([c:6]1[c:7](=[O:40])[c:8]2[c:9]([n:10][c:11]([NH:14][c:15]3[cH:16][cH:17][c:18]([CH2:21][CH2:22][N:23]4[CH2:24][CH2:25][O:26][CH2:27][CH2:28]4)[cH:19][cH:20]3)[n:12][cH:13]2)[n:29](-[c:31]2[cH:32][c:33]3[c:37]([cH:38][cH:39]2)[CH2:36][CH2:35][CH2:34]3)[cH:30]1)[NH:42][CH3:41]. The reactants are BrC1=C(C=CC(=C1)F)C1N=C(NC(=C1C(=O)OCC)CBr)C=1SC=CN1 (Ethyl 4-(2-bromo-4-fluorophenyl)-6-(bromomethyl)-2-(thiazol-2-yl)-1,4-dihydropyrimidine-5-carboxylate), Cl.N1C(COCC1)CC(=O)O (2-(morpholin-3-yl)acetic acid hydrochloride). The product is BrC1=C(C=CC(=C1)F)C1C(=C(NC(=N1)C=1SC=CN1)CN1C(COCC1)CC(=O)O)C(=O)OCC (2-(4-((6-(2-bromo-4-fluorophenyl)-5-(ethoxycarbonyl)-2-(thiazol-2-yl)-3,6-dihydropyrimidin-4-yl)methyl)morpholin-3-yl)acetic acid). The yield is 71.8%. RXN SMILES: [Br:1][C:2]1[CH:7]=[C:6]([F:8])[CH:5]=[CH:4][C:3]=1[CH:9]1[C:14]([C:15]([O:17][CH2:18][CH3:19])=[O:16])=[C:13]([CH2:20]Br)[NH:12][C:11]([C:22]2[S:23][CH:24]=[CH:25][N:26]=2)=[N:10]1.Cl.[NH:28]1[CH2:33][CH2:32][O:31][CH2:30][CH:29]1[CH2:34][C:35]([OH:37])=[O:36]>>[Br:1][C:2]1[CH:7]=[C:6]([F:8])[CH:5]=[CH:4][C:3]=1[CH:9]1[N:10]=[C:11]([C:22]2[S:23][CH:24]=[CH:25][N:26]=2)[NH:12][C:13]([CH2:20][N:28]2[CH2:33][CH2:32][O:31][CH2:30][CH:29]2[CH2:34][C:35]([OH:37])=[O:36])=[C:14]1[C:15]([O:17][CH2:18][CH3:19])=[O:16] |f:1.2|. Procedure details: Ethyl 4-(2-bromo-4-fluorophenyl)-6-(bromomethyl)-2-(thiazol-2-yl)-1,4-dihydropyrimidine-5-carboxylate (0.7 g, 1.4 mmol) was reacted with 2-(morpholin-3-yl)acetic acid hydrochloride (0.25 g, 1.4 mmol) according to the procedure as described in Example 1, Step C to give the title compound as a pale yellow solid (0.57 g, 72%). The compound was characterized by the following spectroscopic data: